From a dataset of the Open Reaction Database (ORD), a public repository of structured organic reaction records. describe an organic reaction: reactants, conditions, products, and yield The reactants are NC1=NC(=CC(=C1CN=[N+]=[N-])C1CN(CCC1)C(=O)OC(C)(C)C)C1=C(C=CC=C1)OCC1=CC=CC=C1 (tert-butyl 3-{2-amino-3-(azidomethyl)-6-[2-(benzyloxy)phenyl]-4-pyridinyl}-1-piperidinecarboxylate). Reagents/catalysts: [Pd] (palladium on charcoal). The solvent is C(C)(=O)OCC (ethyl acetate). Product: NC1=NC(=CC(=C1CN)C1CN(CCC1)C(=O)OC(C)(C)C)C1=C(C=CC=C1)O (tert-butyl 3-[2-amino-3-(aminomethyl)-6-(2-hydroxyphenyl)-4-pyridinyl]-1-piperidinecarboxylate). RXN SMILES: [NH2:1][C:2]1[C:7]([CH2:8][N:9]=[N+]=[N-])=[C:6]([CH:12]2[CH2:17][CH2:16][CH2:15][N:14]([C:18]([O:20][C:21]([CH3:24])([CH3:23])[CH3:22])=[O:19])[CH2:13]2)[CH:5]=[C:4]([C:25]2[CH:30]=[CH:29][CH:28]=[CH:27][C:26]=2[O:31]CC2C=CC=CC=2)[N:3]=1>C(OCC)(=O)C.[Pd]>[NH2:1][C:2]1[C:7]([CH2:8][NH2:9])=[C:6]([CH:12]2[CH2:17][CH2:16][CH2:15][N:14]([C:18]([O:20][C:21]([CH3:24])([CH3:23])[CH3:22])=[O:19])[CH2:13]2)[CH:5]=[C:4]([C:25]2[CH:30]=[CH:29][CH:28]=[CH:27][C:26]=2[OH:31])[N:3]=1. Reported procedure: A solution of tert-butyl 3-{2-amino-3-(azidomethyl)-6-[2-(benzyloxy)phenyl]-4-pyridinyl}-1-piperidinecarboxylate (0.030 g, 0.058 mmol) in ethyl acetate (1.0 mL) was hydrogenated at 1 atm in the presence of palladium on charcoal (10%, 0.015 g) overnight. The resulting mixture was filtered and washed with ethyl acetate. The combined filtrate was concentrated under reduced pressure to give tert-butyl 3-[2-amino-3-(aminomethyl)-6-(2-hydroxyphenyl)-4-pyridinyl]-1-piperidinecarboxylate, which was used... The reactants are [N+](=O)([O-])C1=CC=C(C=C1)S(=O)(=O)Cl (4-Nitrobenzenesulfonyl chloride), Cl.C(C)(C)(C)OC(CN)=O (glycine t-butyl ester hydrochloride). Solvent: N1=CC=CC=C1 (pyridine). Run at time 1 hour. Product: C(C)(C)(C)OC(CNS(=O)(=O)C1=CC=C(C=C1)[N+](=O)[O-])=O (N-[(4-Nitrophenyl)sulfonyl]glycine t-butyl ester). Isolated yield 93.0%. RXN SMILES: [N+:1]([C:4]1[CH:9]=[CH:8][C:7]([S:10](Cl)(=[O:12])=[O:11])=[CH:6][CH:5]=1)([O-:3])=[O:2].Cl.[C:15]([O:19][C:20](=[O:23])[CH2:21][NH2:22])([CH3:18])([CH3:17])[CH3:16]>N1C=CC=CC=1>[C:15]([O:19][C:20](=[O:23])[CH2:21][NH:22][S:10]([C:7]1[CH:8]=[CH:9][C:4]([N+:1]([O-:3])=[O:2])=[CH:5][CH:6]=1)(=[O:12])=[O:11])([CH3:18])([CH3:17])[CH3:16] |f:1.2|. Reported procedure: 4-Nitrobenzenesulfonyl chloride (46.3 g) was added to a solution of glycine t-butyl ester hydrochloride (35 g) in pyridine (200 ml). The mixture was stirred at room temperature for 1 hour. The reaction mixture was concentrated. The residue was washed with water and then a mixture of hexane and ethyl acetate (9:1) and dried to give the title compound (61.4 g) having the following physical data. Starting materials: CCOC(=O)Cl, CN(C)Cc1ccccc1, CCOCC, O=C(O)c1ccc(F)c(Br)c1. Product: OCc1ccc(F)c(Br)c1. As a reaction SMILES: [CH2:1]([O:2][C:3]([Cl:4])=[O:5])[CH3:6].[CH3:18][N:19]([CH3:20])[CH2:21][c:22]1[cH:23][cH:24][cH:25][cH:26][cH:27]1.[CH3:28][CH2:29][O:30][CH2:31][CH3:32].[F:7][c:8]1[c:9]([Br:17])[cH:10][c:11]([C:12](=[O:13])[OH:14])[cH:15][cH:16]1>>[F:7][c:8]1[c:9]([Br:17])[cH:10][c:11]([CH2:12][OH:13])[cH:15][cH:16]1. Reaction conditions: time 5 minute. Reaction SMILES: Cl.[NH2:2]O.[CH2:4]([C:10]1[CH:11]=[CH:12][C:13]([C:16]2[CH:21]=[CH:20][C:19]([C@H:22]3[CH2:27][CH2:26][C@H:25]([CH:28]=O)[CH2:24][CH2:23]3)=[CH:18][CH:17]=2)=[N:14][CH:15]=1)[CH2:5][CH2:6][CH2:7][CH2:8][CH3:9].C1(C)C=CC=CC=1>N1C=CC=CC=1>[CH2:4]([C:10]1[CH:11]=[CH:12][C:13]([C:16]2[CH:21]=[CH:20][C:19]([CH:22]3[CH2:27][CH2:26][CH:25]([C:28]#[N:2])[CH2:24][CH2:23]3)=[CH:18][CH:17]=2)=[N:14][CH:15]=1)[CH2:5][CH2:6][CH2:7][CH2:8][CH3:9] |f:0.1|. Procedure details: A solution of 0.7 g of hydroxylamine hydrochloride in 1.58 g of pyridine is treated with 3.41 g of 5-hexyl-2-[p-(trans-4-formylcyclohexyl)phenyl]pyridine and stirred at room temperature for 5 minutes. The reaction mixture is then treated with 20 ml of toluene and heated to reflux for 4 hours under water separation. The cooled reaction mixture is filtered. The filtrate is diluted with diethyl ether, washed several times with water and dried over magnesium sulphate. After evaporation there is obta... Product: C(CCCCC)C=1C=CC(=NC1)C1=CC=C(C=C1)C1CCC(CC1)C#N (5-hexyl-2-[p- -(4-cyanocyclohexyl)phenyl]pyridine). Solvent: N1=CC=CC=C1 (pyridine). Starting materials: Cl.NO (hydroxylamine hydrochloride), C(CCCCC)C=1C=CC(=NC1)C1=CC=C(C=C1)[C@@H]1CC[C@H](CC1)C=O (5-hexyl-2-[p-(trans-4-formylcyclohexyl)phenyl]pyridine), C1(=CC=CC=C1)C (toluene). Starting materials: CO.C1(=CC=CC=C1)C (methanol toluene), ClC(C)OC(=O)Cl (1-Chloroethyl-chloroformate), C(C1=CC=CC=C1)N1CCC(CC1)N(C1=NC(=CC=C1NC(C)C)Cl)C (1-Benzyl-4-[N-methyl-N-(3-isopropylamino-6-chloro-2-pyridinyl)amino]piperidine). The solvent is ClCCl (dichloromethane). The product is CN(C1=NC(=CC=C1NC(C)C)Cl)C1CCNCC1 (4-[N-methyl-N-(3-isopropylamino-6-chloro-2-pyridinyl)amino]piperidine). As a reaction SMILES: C([N:8]1[CH2:13][CH2:12][CH:11]([N:14]([CH3:26])[C:15]2[C:20]([NH:21][CH:22]([CH3:24])[CH3:23])=[CH:19][CH:18]=[C:17]([Cl:25])[N:16]=2)[CH2:10][CH2:9]1)C1C=CC=CC=1.ClC(OC(Cl)=O)C.CO.C1(C)C=CC=CC=1>ClCCl>[CH3:26][N:14]([CH:11]1[CH2:10][CH2:9][NH:8][CH2:13][CH2:12]1)[C:15]1[C:20]([NH:21][CH:22]([CH3:24])[CH3:23])=[CH:19][CH:18]=[C:17]([Cl:25])[N:16]=1 |f:2.3|. Procedure details: 1-Benzyl-4-[N-methyl-N-(3-isopropylamino-6-chloro-2-pyridinyl)amino]piperidine (EXAMPLE 184, 1.60 g, 4.84 mmol) is dissolved in dichloromethane (0.2M) and cooled to 0°. 1-Chloroethyl-chloroformate (0.57 ml, 5.32 mmol) is added dropwise. The mixture is allowed to warm to 20°-25°, then refluxed one half hour. The solvent is removed to one third volume, 15 ml methanol is added and the mixture is refluxed 2 hr. Extraction with chloroform, drying the extract over sodium sulfate and removal of the sol... Reactants: CCOP(=O)(Cl)OCC, C1CCOC1, CC(C)(C=O)CC#Cc1ccccc1, CS(=O)(=O)N1CCN(c2ccc(F)cc2)CC1, NO. The product is CC(C)(CC#Cc1ccccc1)C(CS(=O)(=O)N1CCN(c2ccc(F)cc2)CC1)NO. RXN SMILES: [CH2:18]([O:19][P:20]([Cl:21])([O:22][CH2:23][CH3:24])=[O:25])[CH3:26].[CH2:43]1[O:44][CH2:45][CH2:46][CH2:47]1.[CH3:27][C:28]([CH:29]=[O:30])([CH2:31][C:32]#[C:33][c:34]1[cH:35][cH:36][cH:37][cH:38][cH:39]1)[CH3:40].[F:1][c:2]1[cH:3][cH:4][c:5]([N:8]2[CH2:9][CH2:10][N:11]([S:14](=[O:15])(=[O:16])[CH3:17])[CH2:12][CH2:13]2)[cH:6][cH:7]1.[NH2:41][OH:42]>>[F:1][c:2]1[cH:3][cH:4][c:5]([N:8]2[CH2:9][CH2:10][N:11]([S:14](=[O:15])(=[O:16])[CH2:17][CH:29]([C:28]([CH3:27])([CH2:31][C:32]#[C:33][c:34]3[cH:35][cH:36][cH:37][cH:38][cH:39]3)[CH3:40])[NH:41][OH:42])[CH2:12][CH2:13]2)[cH:6][cH:7]1. Starting materials: C(C)N(C(=O)C=1C=CC=C2C(=CNC12)CC(=O)OC)CC (methyl (7-((diethylamino)carbonyl)-1H-indol-3-yl)acetate), [BH4-].[Na+] (sodium borohydride), CO (methanol), CO (methanol). The solvent is O1CCCC1 (tetrahydrofuran). Reaction conditions: time 24 hour. Product: C(C)N(C(=O)CC=1C=CC=C2C(=CNC12)CCO)CC (N,N-diethyl-3-(2-hydroxyethyl)-1H-indole-7-carboxyamide). The yield is 92.0%. As a reaction SMILES: C(N(CC)[C:4]([C:6]1[CH:7]=[CH:8][CH:9]=[C:10]2[C:14]=1[NH:13][CH:12]=[C:11]2[CH2:15][C:16]([O:18]C)=O)=O)C.[BH4-].[Na+].[CH3:24][OH:25]>O1CCCC1>[CH2:12]([N:13]([CH2:14][CH3:6])[C:24]([CH2:4][C:6]1[CH:7]=[CH:8][CH:9]=[C:10]2[C:14]=1[NH:13][CH:12]=[C:11]2[CH2:15][CH2:16][OH:18])=[O:25])[CH3:11] |f:1.2|. Procedure details: To a solution of methyl (7-((diethylamino)carbonyl)-1H-indol-3-yl)acetate (1.87 g, 6.48 mmol) in tetrahydrofuran (30 mL) are added sodium borohydride (1.35 g, 35.7 mmol) and methanol (5 mL) under nitrogen atmosphere, and the mixture is stirred at room temperature for 24 hours, and then refluxed for 4 hours. The mixture is cooled to room temperature, and methanol is added to the reaction solution. The solvent is evaporated, and the residue is separated into water and chloroform. The organic layer... Procedure details: To a room temperature suspension of 3-bromo-4-[(2,4-difluorobenzyl)oxy]-6-methylpyridin-2(1H)-one (330.0 mg, 1.00 mmol)) and NaH (48.0 mg, 2.0 mmol) in THF (3.0 mL) was added 2-(chloromethyl)furan (461 mg, 3.97 mmol). The resulting suspension was stirred and heated to 68° C. for 9 hours until complete consumption of starting material by LCMS analysis. The reaction mixture was then diluted with ethyl acetate (400 mL), water washed (3×200 mL). The resulting organic extract was separated, Na2SO4 dr... Run in C(C)(=O)OCC (ethyl acetate), O (water), C1CCOC1 (THF). Product: BrC=1C(N(C(=CC1OCC1=C(C=C(C=C1)F)F)C)CC=1OC=CC1)=O (3-bromo-4-[(2,4-difluorobenzyl)oxy]-1-(2-furylmethyl)-6-methylpyridin-2(1H)-one). Conditions: temperature 68 celsius. As a reaction SMILES: [Br:1][C:2]1[C:3](=[O:19])[NH:4][C:5]([CH3:18])=[CH:6][C:7]=1[O:8][CH2:9][C:10]1[CH:15]=[CH:14][C:13]([F:16])=[CH:12][C:11]=1[F:17].[H-].[Na+].Cl[CH2:23][C:24]1[O:25][CH:26]=[CH:27][CH:28]=1.C(#N)C.O>C1COCC1.C(OCC)(=O)C.O>[Br:1][C:2]1[C:3](=[O:19])[N:4]([CH2:23][C:24]2[O:25][CH:26]=[CH:27][CH:28]=2)[C:5]([CH3:18])=[CH:6][C:7]=1[O:8][CH2:9][C:10]1[CH:15]=[CH:14][C:13]([F:16])=[CH:12][C:11]=1[F:17] |f:1.2,4.5|. Starting materials: C(C)#N.O (acetonitrile water), BrC=1C(NC(=CC1OCC1=C(C=C(C=C1)F)F)C)=O (3-bromo-4-[(2,4-difluorobenzyl)oxy]-6-methylpyridin-2(1H)-one), [H-].[Na+] (NaH), ClCC=1OC=CC1 (2-(chloromethyl)furan). Starting materials: C(C)(=O)N1N=CC=2C(=CC(=CC12)C(F)(F)F)C(=O)OC (methyl 1-acetyl-6-(trifluoromethyl)-1H-indazole-4-carboxylate), C([O-])([O-])=O.[Cs+].[Cs+] (cesium carbonate), BrC1CCCC1 (bromocyclopentane). Solvent: C(C)#N (acetonitrile), C(C)#N (acetonitrile). Reaction conditions: temperature 90 celsius, time 3.5 hour. Product: C1(CCCC1)N1N=CC=2C(=CC(=CC12)C(F)(F)F)C(=O)OC (methyl 1-cyclopentyl-6-(trifluoromethyl)-1H-indazole-4-carboxylate). Yield: 30.0%. As a reaction SMILES: [C:1]([N:4]1[C:12]2[CH:11]=[C:10]([C:13]([F:16])([F:15])[F:14])[CH:9]=[C:8]([C:17]([O:19][CH3:20])=[O:18])[C:7]=2[CH:6]=[N:5]1)(=O)[CH3:2].C(=O)([O-])[O-].[Cs+].[Cs+].Br[CH:28]1[CH2:32]CC[CH2:29]1>C(#N)C>[CH:1]1([N:4]2[C:12]3[CH:11]=[C:10]([C:13]([F:16])([F:15])[F:14])[CH:9]=[C:8]([C:17]([O:19][CH3:20])=[O:18])[C:7]=3[CH:6]=[N:5]2)[CH2:32][CH2:28][CH2:29][CH2:2]1 |f:1.2.3|. Procedure details: To a stirred solution of methyl 1-acetyl-6-(trifluoromethyl)-1H-indazole-4-carboxylate (1 equiv.) in acetonitrile (3 mL per 1 mmol), cesium carbonate (1.5 equiv.) was added followed by bromocyclopentane (2 equiv.). The reaction mixture was stirred at 90° C. for 3-4 h. On completion of reaction, acetonitrile was removed under reduced pressure and water was added. Extraction was carried out using ethyl acetate and the combined organic layers washed with water, brine and dried over anhydrous Na2SO4...